This data is from the Open Reaction Database (ORD), a public repository of structured organic reaction records. The task is: describe an organic reaction: reactants, conditions, products, and yield The product is desired compound, ClCC(O)C1=CC(=CC=C1)C ((+)-2-chloro-1-(3′-methylphenyl)ethanol). The yield is 92.9%. Procedure details: A solution of di-μ-chlorodichlorobis(pentamethylcyclopentadienyl)dirhodium (III) (3.1 mg, 0.005 mmol) and (1R,2R)-N-(p-toluenesulfonyl)-1,2-diphenylethylenediamine (7.3 mg, 0.02 mmol) in isopropyl alcohol (5.0 ml) was heated at 80° C. for 20 minutes while stirring. After cooling the solution to room temperature, a 0.1 M potassium tert-butoxide isopropyl alcohol solution (0.5 ml, 0.05 mmol) and an isopropyl alcohol solution (4.5 ml) of 2-chloro-3′-methylacetophenone (168.6 mg, 1.0 mmol) as a reac... Run in C(C)(C)O (isopropyl alcohol), C(C)(C)O (isopropyl alcohol). As a reaction SMILES: C1(C)C=CC(S(N[C@H](C2C=CC=CC=2)[C@@H](C2C=CC=CC=2)N)(=O)=O)=CC=1.C(O)(C)C.CC(C)([O-])C.[K+].[Cl:37][CH2:38][C:39]([C:41]1[CH:46]=[CH:45][CH:44]=[C:43]([CH3:47])[CH:42]=1)=[O:40]>C(O)(C)C>[Cl:37][CH2:38][CH:39]([C:41]1[CH:46]=[CH:45][CH:44]=[C:43]([CH3:47])[CH:42]=1)[OH:40] |f:1.2.3|. Starting materials: C(C)(C)O.CC(C)([O-])C.[K+] (potassium tert-butoxide isopropyl alcohol), ClCC(=O)C1=CC(=CC=C1)C (2-chloro-3′-methylacetophenone), di-μ-chlorodichlorobis(pentamethylcyclopentadienyl)dirhodium (III), C1(=CC=C(C=C1)S(=O)(=O)N[C@@H]([C@H](N)C1=CC=CC=C1)C1=CC=CC=C1)C ((1R,2R)-N-(p-toluenesulfonyl)-1,2-diphenylethylenediamine). Starting materials: C(C(C)C)(=O)Cl (isobutyryl chloride), O (water), IC1=CC=C(N)C=C1 (p-iodoaniline), N1=CC=CC=C1 (pyridine), C(C(C)C)(=O)Cl (Isobutyryl chloride). The solvent is C(C)#N (acetonitrile). Run at time 1 hour. Yields the product IC1=CC=C(C=C1)NC(C(C)C)=O (N-(4-iodophenyl)isobutyramide). Isolated yield 97.4%. As a reaction SMILES: [I:1][C:2]1[CH:8]=[CH:7][C:5]([NH2:6])=[CH:4][CH:3]=1.N1C=CC=CC=1.[C:15](Cl)(=[O:19])[CH:16]([CH3:18])[CH3:17].O>C(#N)C>[I:1][C:2]1[CH:8]=[CH:7][C:5]([NH:6][C:15](=[O:19])[CH:16]([CH3:18])[CH3:17])=[CH:4][CH:3]=1. Reported procedure: To a dispersion of p-iodoaniline (219.0 g, 1 mol) in acetonitrile(1000 ml) was added pyridine (81.0 ml, 1 mol). Isobutyryl chloride (100.5 ml, 1 mol) was added dropwise to the mixture over 1 hour in an ice bath. The mixture was further stirred for one hour following the addition of isobutyryl chloride and to the mixture was added water (3000 ml). Precipitated crystalline solids were collected by filtration to give N-(4-iodophenyl)isobutyramide (281.7 g, Yield: 97%). Reactants: COCCOCn1c(-c2ccccc2-c2ccc(CBr)cc2)noc1=O, O=C([O-])[O-], CCc1cc2c(=O)n(Cc3ccc(OC)cc3OC)c(=O)[nH]c2s1, CC#N, [K+], [K+]. The product is CCc1cc2c(=O)n(Cc3ccc(OC)cc3OC)c(=O)n(Cc3ccc(-c4ccccc4-c4noc(=O)n4COCCOC)cc3)c2s1. As a reaction SMILES: [Br:25][CH2:26][c:27]1[cH:28][cH:29][c:30](-[c:33]2[c:34](-[c:39]3[n:40][o:41][c:42](=[O:50])[n:43]3[CH2:44][O:45][CH2:46][CH2:47][O:48][CH3:49])[cH:35][cH:36][cH:37][cH:38]2)[cH:31][cH:32]1.[C:51](=[O:52])([O-:53])[O-:54].[CH3:1][O:2][c:3]1[c:4]([CH2:5][n:6]2[c:7](=[O:18])[nH:8][c:9]3[c:10]([c:11]2=[O:12])[cH:13][c:14]([CH2:16][CH3:17])[s:15]3)[cH:19][cH:20][c:21]([O:23][CH3:24])[cH:22]1.[CH3:57][C:58]#[N:59].[K+:55].[K+:56]>>[CH3:1][O:2][c:3]1[c:4]([CH2:5][n:6]2[c:7](=[O:18])[n:8]([CH2:26][c:27]3[cH:28][cH:29][c:30](-[c:33]4[c:34](-[c:39]5[n:40][o:41][c:42](=[O:50])[n:43]5[CH2:44][O:45][CH2:46][CH2:47][O:48][CH3:49])[cH:35][cH:36][cH:37][cH:38]4)[cH:31][cH:32]3)[c:9]3[c:10]([c:11]2=[O:12])[cH:13][c:14]([CH2:16][CH3:17])[s:15]3)[cH:19][cH:20][c:21]([O:23][CH3:24])[cH:22]1. The reactants are O1CCC(CC1)NC1=C(C=C(C=C1)B1OC(C(O1)(C)C)(C)C)C(F)(F)F ((Tetrahydropyran-4-yl)-[4-(4,4,5,5-tetramethyl-[1,3,2]dioxaborolan-2-yl)-2-trifluoromethyl-phenyl]-amine), C(=O)([O-])[O-].[Na+].[Na+] (Na2CO3), BrC1=C(C(N(C=C1)CC1CC1)=O)C#N (4-Bromo-1-cyclopropylmethyl-2-oxo-1,2-dihydro-pyridine-3-carbonitrile). The reagents and catalysts are C=1C=CC(=CC1)[P](C=2C=CC=CC2)(C=3C=CC=CC3)[Pd]([P](C=4C=CC=CC4)(C=5C=CC=CC5)C=6C=CC=CC6)([P](C=7C=CC=CC7)(C=8C=CC=CC8)C=9C=CC=CC9)[P](C=1C=CC=CC1)(C=1C=CC=CC1)C=1C=CC=CC1 (Pd(PPh3)4). Solvent: O1CCOCC1 (1,4-dioxane), CCOC(=O)C (EtOAc). Product: C1(CC1)CN1C(C(=C(C=C1)C1=CC(=C(C=C1)NC1CCOCC1)C(F)(F)F)C#N)=O (1-Cyclopropylmethyl-2-oxo-4-[4-(tetrahydro-pyran-4-ylamino)-3-trifluoromethyl-phenyl]-1,2-dihydro-pyridine-3-carbonitrile). Yield: 83.6%. RXN SMILES: [O:1]1[CH2:6][CH2:5][CH:4]([NH:7][C:8]2[CH:13]=[CH:12][C:11](B3OC(C)(C)C(C)(C)O3)=[CH:10][C:9]=2[C:23]([F:26])([F:25])[F:24])[CH2:3][CH2:2]1.C([O-])([O-])=O.[Na+].[Na+].Br[C:34]1[CH:39]=[CH:38][N:37]([CH2:40][CH:41]2[CH2:43][CH2:42]2)[C:36](=[O:44])[C:35]=1[C:45]#[N:46]>O1CCOCC1.CCOC(C)=O.C1C=CC([P]([Pd]([P](C2C=CC=CC=2)(C2C=CC=CC=2)C2C=CC=CC=2)([P](C2C=CC=CC=2)(C2C=CC=CC=2)C2C=CC=CC=2)[P](C2C=CC=CC=2)(C2C=CC=CC=2)C2C=CC=CC=2)(C2C=CC=CC=2)C2C=CC=CC=2)=CC=1>[CH:41]1([CH2:40][N:37]2[CH:38]=[CH:39][C:34]([C:11]3[CH:12]=[CH:13][C:8]([NH:7][CH:4]4[CH2:3][CH2:2][O:1][CH2:6][CH2:5]4)=[C:9]([C:23]([F:24])([F:25])[F:26])[CH:10]=3)=[C:35]([C:45]#[N:46])[C:36]2=[O:44])[CH2:42][CH2:43]1 |f:1.2.3,^1:62,64,83,102|. Procedure details: To a solution of intermediate 17 (0.63 g, 1.69 mmol) in 1,4-dioxane (3 ml) and a saturated solution of Na2CO3 (3 ml) was added intermediate 8 (0.42 g, 1.69 mmol). The resulting solution was degassed using a stream of nitrogen and to this was added Pd(PPh3)4 (0.19 mg, 0.17 mmol). The reaction was then microwaved in a sealed tube at 150° C. for 10 minutes. The resulting cooled reaction mixture was then diluted with EtOAc and filtered through a pad of diatomaceous earth. The filtrate was washed wit... Reactants: dimethyl acetal, ClC(C=O)COC (2-chloro-3-methoxypropionaldehyde), ClCN (Chloromethylamine). The solvent is C1(=CC=CC=C1)C (toluene). Conditions: time 15 minute. Yields the product dimethyl acetal, ClCNC(C=O)COC (2-chloromethylamino-3-methoxypropionaldehyde). Reaction SMILES: Cl[CH:2]([CH2:5][O:6][CH3:7])[CH:3]=[O:4].[Cl:8][CH2:9][NH2:10]>C1(C)C=CC=CC=1>[Cl:8][CH2:9][NH:10][CH:2]([CH2:5][O:6][CH3:7])[CH:3]=[O:4]. Procedure details: The dimethyl acetal of 2-chloro-3-methoxypropionaldehyde (0.1 mole) and toluene (75 ml) are charged into a glass reaction vessel equipped with a mechanical stirrer, thermometer and reflux condenser. Chloromethylamine (0.22 mole) is added to the reaction mixture with stirring at room temperature. Stirring is continued for a period of about 15 minutes. After this time the reaction mixture is heated at reflux for a period of about 1 hour. The reaction mixture is then cooled to room temperature and ... The reactants are [BH4-], CCO, [Na+], CCCCCCCCOc1cc2c(cc1C(C)=O)C(C)(C)CCCS2(=O)=O. Yields the product CCCCCCCCOc1cc2c(cc1C(C)O)C(C)(C)CCCS2(=O)=O. RXN SMILES: [BH4-:28].[CH3:30][CH2:31][OH:32].[Na+:29].[O:1]=[S:2]1(=[O:27])[CH2:3][CH2:4][CH2:5][C:6]([CH3:25])([CH3:26])[c:7]2[c:8]1[cH:9][c:10]([O:16][CH2:17][CH2:18][CH2:19][CH2:20][CH2:21][CH2:22][CH2:23][CH3:24])[c:11]([C:13]([CH3:14])=[O:15])[cH:12]2>>[O:1]=[S:2]1(=[O:27])[CH2:3][CH2:4][CH2:5][C:6]([CH3:25])([CH3:26])[c:7]2[c:8]1[cH:9][c:10]([O:16][CH2:17][CH2:18][CH2:19][CH2:20][CH2:21][CH2:22][CH2:23][CH3:24])[c:11]([CH:13]([CH3:14])[OH:15])[cH:12]2.